Task: describe an organic reaction: reactants, conditions, products, and yield. Dataset: the Open Reaction Database (ORD), a public repository of structured organic reaction records Starting materials: O=C1NC=CC=C1C(=O)O (2-oxo-1,2-dihydropyridine-3-carboxylic acid), CN1CCOCC1 (4-methyl morpholine), NC1=CC=CC=C1 (aniline), ClC(=O)OCC(C)C (isobutyl chloroformate). Solvent: O1CCCC1 (tetrahydrofuran). Reaction conditions: temperature 0 celsius, time 6 hour. Product: O=C1NC=CC=C1C(=O)NC1=CC=CC=C1 (2-Oxo-N-phenyl-1,2-dihydropyridine-3-carboxamide). Isolated yield 97.5%. As a reaction SMILES: [O:1]=[C:2]1[C:7]([C:8]([OH:10])=O)=[CH:6][CH:5]=[CH:4][NH:3]1.CN1CCOCC1.ClC(OCC(C)C)=O.[NH2:26][C:27]1[CH:32]=[CH:31][CH:30]=[CH:29][CH:28]=1>O1CCCC1>[O:1]=[C:2]1[C:7]([C:8]([NH:26][C:27]2[CH:32]=[CH:31][CH:30]=[CH:29][CH:28]=2)=[O:10])=[CH:6][CH:5]=[CH:4][NH:3]1. Reported procedure: To a solution of 2-oxo-1,2-dihydropyridine-3-carboxylic acid (1.00 g, 7.18 mmol) in anhydrous tetrahydrofuran (40 mL) was added 4-methyl morpholine (1.01 g, 10.06 mmol). After cooling to 0° C., isobutyl chloroformate (1.27 g, 9.34 mmol) was added to the reaction mixture. The mixture was stirred at ambient temperature for 6 hours followed by the addition of aniline (0.87 g, 9.34 mmol). The resulting mixture was stirred at ambient temperature for 16 hours. The solvent was removed in vacuo. The res...